Task: describe an organic reaction: reactants, conditions, products, and yield. Dataset: the Open Reaction Database (ORD), a public repository of structured organic reaction records Starting materials: CC(=CC(=O)N)C (Dimethylacrylamide), C(C)(=O)OCCCCCCC(C(=O)N)=C (6-acetoxyhexylacrylamide), C(C=C)(=O)NCCOC(C)(C)OCCNC(C=C)=O (N,N'-bisacryloyl-2,2-di-(2-aminoethoxy)propane), N#N (N2), initiator, N#N (N2), C(C1=CC=CC=C1)(=O)OOC(C1=CC=CC=C1)=O (benzoyl peroxide). Solvent: CN(C)C=O (DMF), CN(C)C=O (DMF). The product is CC(=CC(=O)N)C.C(C)(=O)OCCCCCCC(C(=O)N)=C.C(C=C)(=O)NCCOC(C)(C)OCCNC(C=C)=O (Dimethylacrylamide 6-acetoxyhexylacrylamide N,N'-bisacryloyl-2,2-di-(2-aminoethoxy)propane). As a reaction SMILES: [CH3:1][C:2]([CH3:7])=[CH:3][C:4]([NH2:6])=[O:5].[C:8]([O:11][CH2:12][CH2:13][CH2:14][CH2:15][CH2:16][CH2:17][C:18](=[CH2:22])[C:19]([NH2:21])=[O:20])(=[O:10])[CH3:9].[C:23]([NH:27][CH2:28][CH2:29][O:30][C:31]([O:34][CH2:35][CH2:36][NH:37][C:38](=[O:41])[CH:39]=[CH2:40])([CH3:33])[CH3:32])(=[O:26])[CH:24]=[CH2:25].N#N.C(OOC(=O)C1C=CC=CC=1)(=O)C1C=CC=CC=1>CN(C=O)C>[CH3:1][C:2]([CH3:7])=[CH:3][C:4]([NH2:6])=[O:5].[C:8]([O:11][CH2:12][CH2:13][CH2:14][CH2:15][CH2:16][CH2:17][C:18](=[CH2:22])[C:19]([NH2:21])=[O:20])(=[O:10])[CH3:9].[C:23]([NH:27][CH2:28][CH2:29][O:30][C:31]([O:34][CH2:35][CH2:36][NH:37][C:38](=[O:41])[CH:39]=[CH2:40])([CH3:32])[CH3:33])(=[O:26])[CH:24]=[CH2:25] |f:6.7.8|. Procedure: Dimethylacrylamide (3.35 gm, 33.8 mmole), 6-acetoxyhexylacrylamide (0.409 gm, 1.92 mmole) and N,N'-bisacryloyl-2,2-di-(2-aminoethoxy)propane (0.627 gm, 2.32 mmole) were dissolved in 8 mL of DMF and N2 gas was bubbled through the solution for 15 minutes. Concurrently N2 gas was bubbled through a solution of 0.530 gm of benzoyl peroxide (2.19 mmole) in 5 mL of DMF for 15 minutes. After N2 deoxygenation, the monomer solution and 2.5 mL of the initiator solution were mixed and placed in a dropping f... Reactants: C(C)(C)(C)OC(=O)N1[C@@H](C[C@@H](C1)OC1=CC2=CC=CC=C2C=C1)C(=O)OC (methyl (2S,4S)-1-tert-butoxycarbonyl-4-(2-naphthyloxy)-2-pyrrolidinyl carboxylate), [OH-].[Na+] (NaOH). Solvent: C1CCOC1 (THF). Yields the product C(C)(C)(C)OC(=O)N1[C@@H](C[C@@H](C1)OC1=CC2=CC=CC=C2C=C1)C(=O)O ((2S,4S)-1-tert-butoxycarbonyl-4-(2-naphthyloxy)-2-pyrrolidinylcarboxylic acid). The yield is 85.9%. Reaction SMILES: [C:1]([O:5][C:6]([N:8]1[CH2:12][C@@H:11]([O:13][C:14]2[CH:23]=[CH:22][C:21]3[C:16](=[CH:17][CH:18]=[CH:19][CH:20]=3)[CH:15]=2)[CH2:10][C@H:9]1[C:24]([O:26]C)=[O:25])=[O:7])([CH3:4])([CH3:3])[CH3:2].[OH-].[Na+]>C1COCC1>[C:1]([O:5][C:6]([N:8]1[CH2:12][C@@H:11]([O:13][C:14]2[CH:23]=[CH:22][C:21]3[C:16](=[CH:17][CH:18]=[CH:19][CH:20]=3)[CH:15]=2)[CH2:10][C@H:9]1[C:24]([OH:26])=[O:25])=[O:7])([CH3:4])([CH3:2])[CH3:3] |f:1.2|. Procedure details: To a stirred solution of methyl (2S,4S)-1-tert-butoxycarbonyl-4-(2-naphthyloxy)-2-pyrrolidinyl carboxylate (5.37 g) in THF (116 ml) was added 0.25 N NaOH (116 ml, 29.0 mmol) at room temperature. The resulting mixture was stirred over night. After removal of the solvent, the mixture was acidified by the addition of 1 N HCl and extracted with CHCl3. The combined extracts were washed with brine, dried over Na2SO4 and evaporate The residue was recrystallized with n-hexane-CHCl3, to give (2S,4S)-1-te...